Dataset: the Open Reaction Database (ORD), a public repository of structured organic reaction records. Task: describe an organic reaction: reactants, conditions, products, and yield Reactants: CCOc1ccccc1C1=NC(c2ccc(Cl)cc2)C(c2ccc(Cl)cc2)N1, O=C(Cl)Cl. The product is CCOc1ccccc1C1=NC(c2ccc(Cl)cc2)C(c2ccc(Cl)cc2)N1C(=O)Cl. RXN SMILES: [Cl:1][c:2]1[cH:3][cH:4][c:5]([CH:8]2[N:9]=[C:10]([c:20]3[c:21]([O:26][CH2:27][CH3:28])[cH:22][cH:23][cH:24][cH:25]3)[NH:11][CH:12]2[c:13]2[cH:14][cH:15][c:16]([Cl:19])[cH:17][cH:18]2)[cH:6][cH:7]1.[Cl:29][C:30]([Cl:31])=[O:32]>>[Cl:1][c:2]1[cH:3][cH:4][c:5]([CH:8]2[N:9]=[C:10]([c:20]3[c:21]([O:26][CH2:27][CH3:28])[cH:22][cH:23][cH:24][cH:25]3)[N:11]([C:30]([Cl:29])=[O:32])[CH:12]2[c:13]2[cH:14][cH:15][c:16]([Cl:19])[cH:17][cH:18]2)[cH:6][cH:7]1. Reactants: [Br-], O=c1ccc2cc(Br)ccc2[nH]1, COc1ccc(CCl)cc1, CCCC[N+](CCCC)(CCCC)CCCC, [K+], [OH-], O. Product: COc1ccc(Cn2c(=O)ccc3cc(Br)ccc32)cc1. As a reaction SMILES: [Br-:25].[Br:1][c:2]1[cH:3][c:4]2[cH:5][cH:6][c:7](=[O:12])[nH:8][c:9]2[cH:10][cH:11]1.[CH3:13][O:14][c:15]1[cH:16][cH:17][c:18]([CH2:19][Cl:20])[cH:21][cH:22]1.[CH3:26][CH2:27][CH2:28][CH2:29][N+:30]([CH2:31][CH2:32][CH2:33][CH3:34])([CH2:35][CH2:36][CH2:37][CH3:38])[CH2:39][CH2:40][CH2:41][CH3:42].[K+:24].[OH-:23].[OH2:43]>>[Br:1][c:2]1[cH:3][c:4]2[cH:5][cH:6][c:7](=[O:12])[n:8]([CH2:19][c:18]3[cH:17][cH:16][c:15]([O:14][CH3:13])[cH:22][cH:21]3)[c:9]2[cH:10][cH:11]1. The reactants are BrP(Br)(c1ccccc1)(c1ccccc1)c1ccccc1, CC#N, COc1ccc2c(c1)CC(CO)CS2. Yields the product COc1ccc2c(c1)CC(CBr)CS2. Reaction SMILES: [Br:15][P:16]([Br:17])([c:18]1[cH:19][cH:20][cH:21][cH:22][cH:23]1)([c:24]1[cH:25][cH:26][cH:27][cH:28][cH:29]1)[c:30]1[cH:31][cH:32][cH:33][cH:34][cH:35]1.[CH3:36][C:37]#[N:38].[OH:1][CH2:2][CH:3]1[CH2:4][S:5][c:6]2[c:7]([cH:9][c:10]([O:13][CH3:14])[cH:11][cH:12]2)[CH2:8]1>>[CH2:2]([CH:3]1[CH2:4][S:5][c:6]2[c:7]([cH:9][c:10]([O:13][CH3:14])[cH:11][cH:12]2)[CH2:8]1)[Br:15]. Starting materials: [Cl-].[NH4+] (ammonium chloride), CC(C)(C(C(CCOC1=CC=CC=C1)N1N=CN=C1)=O)C (2,2-dimethyl-4-(1,2,4-triazol-1-yl)-6-phenoxy-hexan-3-one), C[Mg]Br (methyl-magnesium bromide). Run in O1CCCC1 (tetrahydrofuran), O1CCCC1 (tetrahydrofuran). Run at time 24 hour. Product: CC(C)(C(C(CCOC1=CC=CC=C1)N1N=CN=C1)(O)C)C (2,2,3-Trimethyl-4-(1,2,4-triazol-1-yl)-6-phenoxy-hexan-3-ol). RXN SMILES: [CH3:1][C:2]([CH3:21])([C:4](=[O:20])[CH:5]([N:15]1[CH:19]=[N:18][CH:17]=[N:16]1)[CH2:6][CH2:7][O:8][C:9]1[CH:14]=[CH:13][CH:12]=[CH:11][CH:10]=1)[CH3:3].[CH3:22][Mg]Br.[Cl-].[NH4+]>O1CCCC1>[CH3:3][C:2]([CH3:21])([C:4]([CH3:22])([OH:20])[CH:5]([N:15]1[CH:19]=[N:18][CH:17]=[N:16]1)[CH2:6][CH2:7][O:8][C:9]1[CH:10]=[CH:11][CH:12]=[CH:13][CH:14]=1)[CH3:1] |f:2.3|. Reported procedure: A solution of 6.0 g of 2,2-dimethyl-4-(1,2,4-triazol-1-yl)-6-phenoxy-hexan-3-one in 50 ml of tetrahydrofuran is added dropwise to a solution of 5.4 g of methyl-magnesium bromide in 28 ml of tetrahydrofuran, and after the slight exothermic reaction has subsided the mixture is left to stand for 24 hours at room temperature. It is then poured into 1,000 ml of 10% strength aqueous ammonium chloride solution and the batch is extracted twice with 200 ml of methylene chloride at a time. The organic pha... Reactants: [H-].[Na+] (sodium hydride), B(OC(C)C)(OC(C)C)OC(C)C ((iPrO)3B), S(O)(O)(=O)=O (sulfuric acid), solution, C(CCC)[Li] (n-butyllithium), CCCCCC (hexane). Solvent: C1CCOC1 (THF), O (water). Reaction conditions: temperature -78 celsius, time 1 hour. Product: OC1=CC=C2C=CC(=CC2=C1)B(O)O (7-hydroxy-2-naphthaleneboronic acid). As a reaction SMILES: [H-].[Na+].[CH2:3]([Li])[CH2:4][CH2:5][CH3:6].[B:8](OC(C)C)([O:13]C(C)C)[O:9]C(C)C.S(=O)(=O)(O)[OH:22].[CH3:26][CH2:27][CH2:28][CH2:29][CH2:30][CH3:31]>C1COCC1.O>[OH:22][C:3]1[CH:31]=[C:30]2[C:6]([CH:26]=[CH:27][C:28]([B:8]([OH:13])[OH:9])=[CH:29]2)=[CH:5][CH:4]=1 |f:0.1|. Reported procedure: 2-Amino-5-hydroxynaphthalene (4.80 g, TCI) was dissolved in 6 N hydrochloric acid (300 ml), added dropwise with an aqueous solution (22.5 ml) of sodium nitrite (2.25 g) over 30 minutes under ice cooling, and stirred for 30 minutes. The reaction mixture was added dropwise with an aqueous solution (75 ml) of potassium iodide (9.90 g, WAKO), stirred for 30 minutes, then warmed to room temperature, and further stirred for 3.5 hours. The reaction mixture was neutralized with aqueous ammonia, and then... Starting materials: C(C)(C)(C)N1S(C(CC1=O)C1=CC=C(C=C1)CCNS(=O)(=O)C1=CC=C(C=C1)OC1=CC=CC=C1)(=O)=O (N-2-[4-(2-tert-butyl-1,1-dioxido-3-oxoisothiazolidin-5-yl)phenyl]ethyl-4-phenoxy-benzenesulfonamide). Run in FC(C(=O)O)(F)F (trifluoroacetic acid). Reaction conditions: temperature 170 celsius, time 45 second. The product is O=S1(NC(CC1C1=CC=C(C=C1)CCNS(=O)(=O)C1=CC=C(C=C1)OC1=CC=CC=C1)=O)=O (N-2-[4-(1,1-dioxido-3-oxoisothiazolidin-5-yl)phenyl]ethyl-4-phenoxybenzenesulfonamide). Yield: 89.4%. Reaction SMILES: C([N:5]1[C:9](=[O:10])[CH2:8][CH:7]([C:11]2[CH:16]=[CH:15][C:14]([CH2:17][CH2:18][NH:19][S:20]([C:23]3[CH:28]=[CH:27][C:26]([O:29][C:30]4[CH:35]=[CH:34][CH:33]=[CH:32][CH:31]=4)=[CH:25][CH:24]=3)(=[O:22])=[O:21])=[CH:13][CH:12]=2)[S:6]1(=[O:37])=[O:36])(C)(C)C>FC(F)(F)C(O)=O>[O:37]=[S:6]1(=[O:36])[CH:7]([C:11]2[CH:16]=[CH:15][C:14]([CH2:17][CH2:18][NH:19][S:20]([C:23]3[CH:28]=[CH:27][C:26]([O:29][C:30]4[CH:31]=[CH:32][CH:33]=[CH:34][CH:35]=4)=[CH:25][CH:24]=3)(=[O:21])=[O:22])=[CH:13][CH:12]=2)[CH2:8][C:9](=[O:10])[NH:5]1. Reported procedure: N-2-[4-(2-tert-butyl-1,1-dioxido-3-oxoisothiazolidin-5-yl)phenyl]ethyl-4-phenoxy-benzenesulfonamide (10.0 mg, 0.0184 mmol) was dissolved in trifluoroacetic acid (2 mL). The reaction was heated to 170° C. in the microwave and held at that temperature for 45 seconds. The reaction was chromatographed on a 21.2 mm Luna C18 column using a 20–80% acetonitrile in water gradient with 0.05% trifluoroacetic acid at 25 mL per minute over a 20 minute period. The major fraction was lyophilized to give a whit... Starting materials: [Li+].[OH-] (LiOH), FC(C[C@@H](C(=O)OC)N=C=O)(C)F (Methyl (S)-4,4-difluoro-2-isocyanatopentanoate), C(O)([O-])=O.[Na+] (sodium hydrogencarbonate), C1CNCCC12CCCCC2 (3-azaspiro[5.5]undecane), Cl (HCl). The solvent is C(C)(=O)OCC (ethyl acetate), C1CCOC1 (THF). Conditions: time 8 hour. The product is C1CN(CCC12CCCCC2)C(=O)N[C@H](C(=O)O)CC(C)(F)F ((S)-2-[(3-Azaspiro[5.5]undecane-3-carbonyl)amino]-4,4-difluoropentanoic acid). RXN SMILES: [F:1][C:2]([F:13])([CH3:12])[CH2:3][C@H:4]([N:9]=[C:10]=[O:11])[C:5]([O:7]C)=[O:6].C(=O)([O-])O.[Na+].[CH2:19]1[C:24]2([CH2:29][CH2:28][CH2:27][CH2:26][CH2:25]2)[CH2:23][CH2:22][NH:21][CH2:20]1.[Li+].[OH-].Cl>C1COCC1.C(OCC)(=O)C>[CH2:19]1[C:24]2([CH2:29][CH2:28][CH2:27][CH2:26][CH2:25]2)[CH2:23][CH2:22][N:21]([C:10]([NH:9][C@@H:4]([CH2:3][C:2]([F:13])([F:1])[CH3:12])[C:5]([OH:7])=[O:6])=[O:11])[CH2:20]1 |f:1.2,4.5|. Reported procedure: 252 mg (1.3 mmol) of the isocyanate from example 7 were dissolved at 0° C. in 5 ml of THF and admixed with 109 mg (3.25 mmol, 2.5 eq.) of sodium hydrogencarbonate and 209 mg (1.37 mmol, 1.05 eq.) of 3-azaspiro[5.5]undecane. The mixture was stirred overnight, precipitated salts were removed and the reaction mixture was treated directly with 2.5 ml of 1 M LiOH solution (2.5 mmol, 1.9 eq.). The reaction was monitored by HPLC-MS. When the mass peak of the reactant had disappeared completely, the mix... The reactants are S,S-monatin, O=C(C(=O)[O-])CCC(=O)[O-] (α-ketoglutarate), C(C(=O)C)(=O)[O-].[Na+] (sodium pyruvate), CC1=C(C(=C(C=N1)COP(=O)(O)O)C=O)O (pyridoxal phosphate), pyridoxal 3-phosphate, [Mg+2].[Cl-].[Cl-] (MgCl2), P(=O)([O-])([O-])[O-].[Na+].[Na+].[Na+] (sodium phosphate), N[C@@H](CC1=CNC2=CC=CC=C12)C(=O)O (tryptophan). Conditions: time 4 hour. Yields the product C1=CC=C2C(=C1)C(=CN2)C[C@](C[C@@H](C(=O)O)N)(C(=O)O)O (monatin). As a reaction SMILES: [Mg+2].[Cl-].[Cl-].P([O-])([O-])([O-])=O.[Na+].[Na+].[Na+].C([O-])(=O)C(C)=O.[Na+].[O:19]=[C:20]([CH2:24][CH2:25][C:26]([O-:28])=[O:27])[C:21]([O-:23])=[O:22].N[C@H](C(O)=O)[CH2:31][C:32]1[C:40]2[C:35](=[CH:36][CH:37]=[CH:38][CH:39]=2)[NH:34][CH:33]=1.CC1[N:50]=CC(COP(O)(O)=O)=C(C=O)C=1O>>[CH:38]1[CH:39]=[C:40]2[C:32]([CH2:31][C@@:20]([OH:19])([C:21]([OH:23])=[O:22])[CH2:24][C@H:25]([NH2:50])[C:26]([OH:28])=[O:27])=[CH:33][NH:34][C:35]2=[CH:36][CH:37]=1 |f:0.1.2,3.4.5.6,7.8|. Procedure: The activity of the HEXaspC mutant proteins for the production of S,S-monatin was measured using the following reaction conditions: Each 1 mL reaction contained 50 mM TAPS, pH 8.2, 4 mM MgCl2, 3 mM sodium phosphate, pH 8.0, 200 mM sodium pyruvate (pH adjusted to 8), 5 mM α-ketoglutarate (pH adjusted to 8), 50 mM tryptophan, 0.05 mM pyridoxal 3-phosphate, 50 μg/mL ProA aldolase (added as a cell free extract) and varying concentrations (approximately 50 and 500 μg/mL) of aminotransferase (added as... The reactants are CCN(C(C)C)C(C)C (DIPEA), Cl.COC(=O)C=1C=C2[C@@H](CCC2=CC1)N ((3R)-3-amino-2,3-dihydro-1H-indene-5-carboxylic acid methyl ester hydrochloride), FC1=CC=C(C=C1)S(=O)(=O)Cl (4-fluorobenzene-1-sulfonyl chloride). Solvent: ClCCl (dichloromethane), ClCCl (dichloromethane). Run at time 16 hour. The product is FC1=CC=C(C=C1)S(=O)(=O)N[C@@H]1CCC2=CC=C(C=C12)C(=O)OC ((R)-Methyl 3-(4-fluorophenylsulfonamido)-2,3-dihydro-1H-indene-5-carboxylate). The yield is 88.0%. Reaction SMILES: CCN(C(C)C)C(C)C.Cl.[CH3:11][O:12][C:13]([C:15]1[CH:16]=[C:17]2[C:21](=[CH:22][CH:23]=1)[CH2:20][CH2:19][C@H:18]2[NH2:24])=[O:14].[F:25][C:26]1[CH:31]=[CH:30][C:29]([S:32](Cl)(=[O:34])=[O:33])=[CH:28][CH:27]=1>ClCCl>[F:25][C:26]1[CH:31]=[CH:30][C:29]([S:32]([NH:24][C@H:18]2[C:17]3[C:21](=[CH:22][CH:23]=[C:15]([C:13]([O:12][CH3:11])=[O:14])[CH:16]=3)[CH2:20][CH2:19]2)(=[O:34])=[O:33])=[CH:28][CH:27]=1 |f:1.2|. Procedure details: DIPEA (447 μl, 2.634 mmol, 3 eq) was added at 0° C. to a solution of (3R)-3-amino-2,3-dihydro-1H-indene-5-carboxylic acid methyl ester hydrochloride (A-01) (0.878 mmol, 1 eq) in dichloromethane (10 ml). A solution of 4-fluorobenzene-1-sulfonyl chloride (170 mg, 0.878 mmol, 1 eq) dissolved in dichloromethane (6 ml) was added dropwise and the mixture was stirred for 16 h at RT. After monitoring by thin-layer chromatography. the reaction solution was concentrated under reduced pressure and the resi...